Dataset: the Open Reaction Database (ORD), a public repository of structured organic reaction records. Task: describe an organic reaction: reactants, conditions, products, and yield The reactants are FC=1C=CC=2N(C1)C(=C(N2)C2=CC=C(C=C2)F)CC=2N(C=CN2)C (6-fluoro-2-(4-fluorophenyl)-3-((1-methyl-1H-imidazol-2-yl)methyl)imidazo[1,2-a]pyridine), FC=1C=CC=2N(C1)C(=C(N2)C2=CC=C(C=C2)F)C=O (6-fluoro-2-(4-fluorophenyl)imidazo[1,2-a]pyridine-3-carbaldehyde), CN1N=CN=C1 (1-methyl-1H-1,2,4-triazole). Yields the product FC=1C=CC=2N(C1)C(=C(N2)C2=CC=C(C=C2)F)CC2=NC=NN2C (6-fluoro-2-(4-fluorophenyl)-3-((1-methyl-1H-1,2,4-triazol-5-yl)methyl)imidazo[1,2-a]pyridine). Yield: 53.0%. As a reaction SMILES: [F:1][C:2]1[CH:3]=[CH:4][C:5]2[N:6]([C:8]([CH2:18][C:19]3[N:20]([CH3:24])C=[CH:22][N:23]=3)=[C:9]([C:11]3[CH:16]=[CH:15][C:14]([F:17])=[CH:13][CH:12]=3)[N:10]=2)[CH:7]=1.FC1C=CC2[N:30](C(C=O)=C(C3C=CC(F)=CC=3)N=2)C=1.CN1C=NC=N1>>[F:1][C:2]1[CH:3]=[CH:4][C:5]2[N:6]([C:8]([CH2:18][C:19]3[N:20]([CH3:24])[N:30]=[CH:22][N:23]=3)=[C:9]([C:11]3[CH:12]=[CH:13][C:14]([F:17])=[CH:15][CH:16]=3)[N:10]=2)[CH:7]=1. Reported procedure: The title compound was prepared according to Method C and the experimentals described for compound 199 from 6-fluoro-2-(4-fluorophenyl)imidazo[1,2-a]pyridine-3-carbaldehyde and 1-methyl-1H-1,2,4-triazole. (0.19 g, 53% yield). M/e+ 326.2 for C17H14F2N5 (M+H)+; 1H-NMR (500 MHz, DMSO-d6, δ) 8.55 (dd, J=5.0, 2.0 Hz, 1H), 7.72-7.68 (m, 4H), 7.40-7.36 (m, 1H), 7.31-7.27 (m, 2H), 4.64 (s, 2H), 3.86 (s, 3H). The reactants are ClC1=NC(=NC(=C1)C)C1=NN(C2=NC=CC=C21)CC2=C(C=CC=C2)F (3-(4-Chloro-6-methyl-2-pyrimidinyl)-1-(2-fluorobenzyl)-1H-pyrazolo[3,4-b]pyridine), C(C)OCCCN (3-(ethyloxy)-propylamine). Solvent: CS(=O)C (DMSO), CS(=O)C (DMSO). Conditions: temperature 60 celsius. Yields the product C(C)OCCCNC1=NC(=NC(=C1)C)C1=NN(C2=NC=CC=C21)CC2=C(C=CC=C2)F (N-[3-(Ethyloxy)propyl]-2-{1-[(2-fluorophenyl)methyl]-1H-pyrazolo[3,4-b]pyridin-3-yl}-6-methyl-4-pyrimidineamine). RXN SMILES: Cl[C:2]1[CH:7]=[C:6]([CH3:8])[N:5]=[C:4]([C:9]2[C:17]3[C:12](=[N:13][CH:14]=[CH:15][CH:16]=3)[N:11]([CH2:18][C:19]3[CH:24]=[CH:23][CH:22]=[CH:21][C:20]=3[F:25])[N:10]=2)[N:3]=1.[CH2:26]([O:28][CH2:29][CH2:30][CH2:31][NH2:32])[CH3:27]>CS(C)=O>[CH2:26]([O:28][CH2:29][CH2:30][CH2:31][NH:32][C:2]1[CH:7]=[C:6]([CH3:8])[N:5]=[C:4]([C:9]2[C:17]3[C:12](=[N:13][CH:14]=[CH:15][CH:16]=3)[N:11]([CH2:18][C:19]3[CH:24]=[CH:23][CH:22]=[CH:21][C:20]=3[F:25])[N:10]=2)[N:3]=1)[CH3:27]. Procedure: 35 mg (0.10 mmol) of 3-(4-chloro-6-methyl-2-pyrimidinyl)-1-(2-fluorobenzyl)-1H-pyrazolo[3,4-b]pyridine (example I, step 7) and 52 mg (0.50 mmol) of 3-(ethyloxy)-propylamine are dissolved in 0.40 ml of DMSO and heated at 60° C. for 48 hours. The reaction mixture is diluted with 0.20 ml of DMSO and then purified by preparative The reactants are C(=O)([O-])[O-].[K+].[K+] (K2CO3), COC(CC1=CC=C(C=C1)O)=O (methyl(4-hydroxyphenyl)acetate), C(C)(=O)OC(C)=O (acetic anhydride). The solvent is C1CCOC1 (THF). Run at temperature 44 celsius, time 1 hour. The product is COC(CC1=CC=C(C=C1)OC(C)=O)=O (Methyl(4-acetoxyphenyl)acetate). RXN SMILES: C([O-])([O-])=O.[K+].[K+].[CH3:7][O:8][C:9](=[O:18])[CH2:10][C:11]1[CH:16]=[CH:15][C:14]([OH:17])=[CH:13][CH:12]=1.[C:19](OC(=O)C)(=[O:21])[CH3:20]>C1COCC1>[CH3:7][O:8][C:9](=[O:18])[CH2:10][C:11]1[CH:16]=[CH:15][C:14]([O:17][C:19](=[O:21])[CH3:20])=[CH:13][CH:12]=1 |f:0.1.2|. Procedure details: 41.5 g of K2CO3 are added to a solution of 40 g of methyl(4-hydroxyphenyl)acetate in 800 mL of anhydrous THF in a 2 L flask equipped with a magnetic stirrer, under nitrogen. 27 mL of acetic anhydride are then added at 9° C. After 1 hour of stirring at 44° C., the insoluble matter is filtered. It is washed with THF and the filtrate is concentrated to yield 53 g of expected product (white solid). The crude product is used directly for preparing the corresponding intermediate VII. The reactants are CC1=CC=C(N=CC2=CC(=C(C(=C2)OC)OC)OC)C=C1 (4-Methyl-N-(3,4,5-trimethoxybenzylidene)aniline), [BH4-].[Na+] (NaBH4). The solvent is C(C)O (ethanol). Product: CC1=CC=C(NCC2=CC(=C(C(=C2)OC)OC)OC)C=C1 (4-Methyl-N-(3,4,5-trimethoxybenzyl)aniline). The yield is 92.4%. Reaction SMILES: [CH3:1][C:2]1[CH:21]=[CH:20][C:5]([N:6]=[CH:7][C:8]2[CH:13]=[C:12]([O:14][CH3:15])[C:11]([O:16][CH3:17])=[C:10]([O:18][CH3:19])[CH:9]=2)=[CH:4][CH:3]=1.[BH4-].[Na+]>C(O)C>[CH3:1][C:2]1[CH:3]=[CH:4][C:5]([NH:6][CH2:7][C:8]2[CH:13]=[C:12]([O:14][CH3:15])[C:11]([O:16][CH3:17])=[C:10]([O:18][CH3:19])[CH:9]=2)=[CH:20][CH:21]=1 |f:1.2|. Procedure details: To a solution of (108a) (6.0 g, 21.1 mmol) in ethanol (100 mL) was added NaBH4 (4.06 g, 98%, 105 mmol) in portions. The reaction mixture was stirred at reflux under argon for 2 h. The solvent was removed under reduced pressure. Saturated aqueous NaCl (30 mL) was added to the residue and the mixture extracted with ether (100, 40 and 40 mL). The combined ether layer was washed with saturated NaCl solution (30 mL), and dried over anhydrous Na2SO4. Evaporation of the filtrate gave 109a (5.6 g, 92.7%...